Dataset: the Open Reaction Database (ORD), a public repository of structured organic reaction records. Task: describe an organic reaction: reactants, conditions, products, and yield Starting materials: CO, CC(=O)O, [Fe], CC(C)(C)OC(=O)c1ccc(-c2cc3ccccc3o2)cc1[N+](=O)[O-]. Yields the product CC(C)(C)OC(=O)c1ccc(-c2cc3ccccc3o2)cc1N. RXN SMILES: [CH3:1][OH:2].[CH3:29][C:30](=[O:31])[OH:32].[Fe:28].[o:3]1[c:4](-[c:12]2[cH:13][c:14]([N+:25]([O-:26])=[O:27])[c:15]([C:16](=[O:17])[O:18][C:19]([CH3:20])([CH3:21])[CH3:22])[cH:23][cH:24]2)[cH:5][c:6]2[c:7]1[cH:8][cH:9][cH:10][cH:11]2>>[o:3]1[c:4](-[c:12]2[cH:13][c:14]([NH2:25])[c:15]([C:16](=[O:17])[O:18][C:19]([CH3:20])([CH3:21])[CH3:22])[cH:23][cH:24]2)[cH:5][c:6]2[c:7]1[cH:8][cH:9][cH:10][cH:11]2.